From a dataset of the Open Reaction Database (ORD), a public repository of structured organic reaction records. describe an organic reaction: reactants, conditions, products, and yield Reactants: C(C1=CC=CC=C1)N1C(C2(CC(C1=O)C2)C2=CC=C(C=C2)[N+](=O)[O-])=O (3-benzyl-1-(4-nitrophenyl)-3-azabicyclo[3.1.1]heptane-2,4-dione), CCOCC.C(C)(=O)OCC (ether ethyl acetate). Reagents/catalysts: [Pd] (palladium-on-carbon). Solvent: C(C)(=O)OCC (ethyl acetate). Yields the product NC1=CC=C(C=C1)C12C(N(C(C(C1)C2)=O)CC2=CC=CC=C2)=O (1-(4-aminophenyl)-3-benzyl-3-azabicyclo[3.1.1]heptane-2,4-dione). RXN SMILES: [CH2:1]([N:8]1[C:13](=[O:14])[CH:12]2[CH2:15][C:10]([C:16]3[CH:21]=[CH:20][C:19]([N+:22]([O-])=O)=[CH:18][CH:17]=3)([CH2:11]2)[C:9]1=[O:25])[C:2]1[CH:7]=[CH:6][CH:5]=[CH:4][CH:3]=1.CCOCC.C(OCC)(=O)C>C(OCC)(=O)C.[Pd]>[NH2:22][C:19]1[CH:20]=[CH:21][C:16]([C:10]23[CH2:15][CH:12]([CH2:11]2)[C:13](=[O:14])[N:8]([CH2:1][C:2]2[CH:3]=[CH:4][CH:5]=[CH:6][CH:7]=2)[C:9]3=[O:25])=[CH:17][CH:18]=1 |f:1.2|. Procedure details: In a manner analogous to that described in Example 1a, 2.46 g of 3-benzyl-1-(4-nitrophenyl)-3-azabicyclo[3.1.1]heptane-2,4-dione are dissolved in 50 ml of ethyl acetate, hydrogenated in the presence of 0.3 g of 5% palladium-on-carbon and worked up. Melting point 164°-165.5° (from ether/ethyl acetate). Starting materials: COC(C(C)(C)[C@@H]1CC[C@H](CC1)N=[N+]=[N-])=O (trans-2-(4-azido-cyclohexyl)-2-methyl-propionic acid methyl ester), C(C)(=S)O (thioacetic acid). Reaction conditions: time 1 hour. The product is COC(C(C)(C)[C@@H]1CC[C@H](CC1)NC(C)=O)=O (trans-2-(4-Acetylamino-cyclohexyl)-2-methyl-propionic acid methyl ester). As a reaction SMILES: [CH3:1][O:2][C:3](=[O:16])[C:4]([C@H:7]1[CH2:12][CH2:11][C@H:10]([N:13]=[N+]=[N-])[CH2:9][CH2:8]1)([CH3:6])[CH3:5].[C:17]([OH:20])(=S)[CH3:18]>>[CH3:1][O:2][C:3](=[O:16])[C:4]([C@H:7]1[CH2:12][CH2:11][C@H:10]([NH:13][C:17](=[O:20])[CH3:18])[CH2:9][CH2:8]1)([CH3:6])[CH3:5]. Procedure details: A round bottom flask is charged with 0.422 g of trans-2-(4-azido-cyclohexyl)-2-methyl-propionic acid methyl ester. 0.71 ml of thioacetic acid are added and the solution is stirred for 1 hour at room temperature. After completion of the reaction, the reaction mixture is concentrated by evaporation. The title compound is identified from the residue by means of flash chromatography (SiO2 60F) based on its Rf value. RXN SMILES: [C:24](=[O:25])([O-:26])[O-:27].[CH2:30]([CH2:31][CH2:32][CH3:33])[S:34](=[O:35])(=[O:36])[Cl:37].[CH3:1][N:2]([CH:3]1[CH2:4][N:5]([c:8]2[cH:9][cH:10][c:11]([NH:14][C:15](=[O:16])[CH:17]3[CH2:18][CH2:19][NH:20][CH2:21][CH2:22]3)[cH:12][cH:13]2)[CH2:6][CH2:7]1)[CH3:23].[CH3:38][N:39]1[CH2:40][CH2:41][CH2:42][C:43]1=[O:44].[K+:28].[K+:29]>>[CH3:1][N:2]([CH:3]1[CH2:4][N:5]([c:8]2[cH:9][cH:10][c:11]([NH:14][C:15](=[O:16])[CH:17]3[CH2:18][CH2:19][N:20]([S:34]([CH2:30][CH2:31][CH2:32][CH3:33])(=[O:35])=[O:36])[CH2:21][CH2:22]3)[cH:12][cH:13]2)[CH2:6][CH2:7]1)[CH3:23]. Product: CCCCS(=O)(=O)N1CCC(C(=O)Nc2ccc(N3CCC(N(C)C)C3)cc2)CC1. The reactants are O=C([O-])[O-], CCCCS(=O)(=O)Cl, CN(C)C1CCN(c2ccc(NC(=O)C3CCNCC3)cc2)C1, CN1CCCC1=O, [K+], [K+].